Dataset: the Open Reaction Database (ORD), a public repository of structured organic reaction records. Task: describe an organic reaction: reactants, conditions, products, and yield The reactants are C(C)OC(=O)C=1C(=C2C(=CN1)ON=C2C2=CC=CC=C2)O (4-hydroxy-3-phenyl-isoxazolo[5,4-c]pyridine-5-carboxylic acid ethyl ester), NCC(=O)O (glycine), solution, C[O-].[Na+] (sodium methoxide). The solvent is CO (methanol). Product: OC1=C2C(=CN=C1C(=O)NCC(=O)O)ON=C2C2=CC=CC=C2 ([(4-Hydroxy-3-phenyl-isoxazolo[5,4-c]pyridine-5-carbonyl)-amino]-acetic acid). Yield: 39.5%. RXN SMILES: C(O[C:4]([C:6]1[C:7]([OH:21])=[C:8]2[C:14]([C:15]3[CH:20]=[CH:19][CH:18]=[CH:17][CH:16]=3)=[N:13][O:12][C:9]2=[CH:10][N:11]=1)=[O:5])C.[NH2:22][CH2:23][C:24]([OH:26])=[O:25].C[O-].[Na+]>CO>[OH:21][C:7]1[C:6]([C:4]([NH:22][CH2:23][C:24]([OH:26])=[O:25])=[O:5])=[N:11][CH:10]=[C:9]2[O:12][N:13]=[C:14]([C:15]3[CH:16]=[CH:17][CH:18]=[CH:19][CH:20]=3)[C:8]=12 |f:2.3|. Procedure details: A mixture of 4-hydroxy-3-phenyl-isoxazolo[5,4-c]pyridine-5-carboxylic acid ethyl ester (61 mg, 0.21 mmol), glycine (322 mg, 4.29 mmol), and a 0.5 M solution of sodium methoxide in methanol (8.1 ml) was refluxed for 20 h before it was cooled to room temperature and concentrated in vacuo. The residue was dissolved in water (15 ml) and the solution was extracted with methyl t-butyl ether (2×20 ml). The remaining aqueous layer was acidified to pH=3 with 1N HCl. The resulting precipitate was filtered... Reactants: BrC1=C(C=CC(=C1)OCOC)CC(C)(O)C1=NC=C(C=C1)O[Si](C(C)C)(C(C)C)C(C)C (1-(2-bromo-4-(methoxymethoxy)phenyl)-2-(5-(triisopropylsilyloxy)pyridin-2-yl)propan-2-ol), copper iodide(I), C([O-])([O-])=O.[Cs+].[Cs+] (cesium carbonate). The solvent is C1(=CC=CC=C1)C (toluene). Yields the product COCOC1=CC2=C(CC(O2)(C)C2=NC=C(C=C2)O[Si](C(C)C)(C(C)C)C(C)C)C=C1 (2-(6-(Methoxymethoxy)-2-methyl-2,3-dihydrobenzofuran-2-yl)-5-(triisopropylsilyloxy)pyridine). The yield is 98.5%. As a reaction SMILES: Br[C:2]1[CH:7]=[C:6]([O:8][CH2:9][O:10][CH3:11])[CH:5]=[CH:4][C:3]=1[CH2:12][C:13]([C:16]1[CH:21]=[CH:20][C:19]([O:22][Si:23]([CH:30]([CH3:32])[CH3:31])([CH:27]([CH3:29])[CH3:28])[CH:24]([CH3:26])[CH3:25])=[CH:18][N:17]=1)([OH:15])[CH3:14].C(=O)([O-])[O-].[Cs+].[Cs+]>C1(C)C=CC=CC=1>[CH3:11][O:10][CH2:9][O:8][C:6]1[CH:5]=[CH:4][C:3]2[CH2:12][C:13]([C:16]3[CH:21]=[CH:20][C:19]([O:22][Si:23]([CH:30]([CH3:32])[CH3:31])([CH:27]([CH3:29])[CH3:28])[CH:24]([CH3:26])[CH3:25])=[CH:18][N:17]=3)([CH3:14])[O:15][C:2]=2[CH:7]=1 |f:1.2.3|. Procedure details: A mixture of 1-(2-bromo-4-(methoxymethoxy)phenyl)-2-(5-(triisopropylsilyloxy)pyridin-2-yl)propan-2-ol (9.6 g), copper iodide(I) (3.5 g), cesium carbonate (5.1 g) in toluene (60 mL, containing ca. 0.6 mL DMF) was heated to reflux overnight. The mixture was filtrated and the solid was washed with ethyl acetate. The filtrate was concentrated under reduced pressure and the residue was purified by silica gel column chromatography (petroleum ether/ethyl acetate) to afford the title compound (8 g).